This data is from the Open Reaction Database (ORD), a public repository of structured organic reaction records. The task is: describe an organic reaction: reactants, conditions, products, and yield Starting materials: C(#N)C1CS(=O)(=O)CC1 (3-cyanosulfolane), [C-]#N.[Na+] (sodium cyanide). The product is C(#N)C(CCS(=O)[O-])CC#N.[Na+] (sodium 3,4-dicyanobutane-1-sulfinate). RXN SMILES: [C:1]([CH:3]1[CH2:9][CH2:8][S:5](=[O:7])(=[O:6])[CH2:4]1)#[N:2].[C-:10]#[N:11].[Na+:12]>>[C:1]([CH:3]([CH2:4][C:10]#[N:11])[CH2:9][CH2:8][S:5]([O-:7])=[O:6])#[N:2].[Na+:12] |f:1.2,3.4|. Procedure details: The following runs demonstrate the reaction of 3-cyanosulfolane with sodium cyanide to give sodium 3,4-dicyanobutane-1-sulfinate which was then either oxidized to sodium 3,4-dicyanobutane-1-sulfonate or converted by reaction with methyl iodide to the corresponding methylsulfone, i.e., 2-(2-methylsulfonylethyl)succinonitrile. The solvent is C1CCOC1 (THF), C1CCOC1 (THF). The product is F\C(=C(/I)\F)\C1CCC(CC1)CCC (1-((Z)-1,2-difluoro-2-iodovinyl)-4-propylcyclohexane). Procedure details: 7.0 g (26.3 mmol) of 1-((E)-1,2-difluorovinyl)-4-propylcyclohexane are initially introduced in 150 ml of THF at −55° C., and 20.5 ml (30.2 mmol, 15% soln. in n-pentane) of t-BuLi are metered in. After 2 h at this temperature, a solution of 7.67 g (30.0 mmol) of iodine in 50 ml of THF is added dropwise. The mixture is slowly warmed to 0° C., and water is added. The batch is extracted with MTBE, and the organic phase is washed with water and saturated sodium chloride solution. The solution is drie... Run at temperature 0 celsius, time 2 hour. The reactants are II (iodine), O (water), F\C(=C\F)\C1CCC(CC1)CCC (1-((E)-1,2-difluorovinyl)-4-propylcyclohexane), [Li]C(C)(C)C (t-BuLi). RXN SMILES: [F:1]/[C:2](/[CH:5]1[CH2:10][CH2:9][CH:8]([CH2:11][CH2:12][CH3:13])[CH2:7][CH2:6]1)=[CH:3]/[F:4].[Li]C(C)(C)C.[I:19]I.O>C1COCC1>[F:1]/[C:2](/[CH:5]1[CH2:10][CH2:9][CH:8]([CH2:11][CH2:12][CH3:13])[CH2:7][CH2:6]1)=[C:3](/[F:4])\[I:19]. Reactants: CCOCC(=O)N1C(=O)OCC1Cc1ccccc1, CCCCBCCCC, CO, CN(Cc1cccc(-c2ccc(C=O)cc2)c1)C(=O)c1ccccc1, ClCCl, O=S(=O)(O)C(F)(F)F, O, OO. Yields the product CCOC(C(=O)N1C(=O)OCC1Cc1ccccc1)C(O)c1ccc(-c2cccc(CN(C)C(=O)c3ccccc3)c2)cc1. Reaction SMILES: [CH2:1]([c:2]1[cH:3][cH:4][cH:5][cH:6][cH:7]1)[CH:8]1[N:9]([C:14]([CH2:15][O:16][CH2:17][CH3:18])=[O:19])[C:10](=[O:13])[O:11][CH2:12]1.[CH2:28]([BH:29][CH2:30][CH2:31][CH2:32][CH3:33])[CH2:34][CH2:35][CH3:36].[CH3:67][OH:68].[CH:37](=[O:38])[c:39]1[cH:40][cH:41][c:42](-[c:45]2[cH:46][c:47]([CH2:51][N:52]([C:53]([c:54]3[cH:55][cH:56][cH:57][cH:58][cH:59]3)=[O:60])[CH3:61])[cH:48][cH:49][cH:50]2)[cH:43][cH:44]1.[Cl:64][CH2:65][Cl:66].[F:20][C:21]([F:22])([F:23])[S:24]([OH:25])(=[O:26])=[O:27].[OH2:69].[OH:62][OH:63]>>[CH2:1]([c:2]1[cH:3][cH:4][cH:5][cH:6][cH:7]1)[CH:8]1[N:9]([C:14]([CH:15]([O:16][CH2:17][CH3:18])[CH:37]([OH:38])[c:39]2[cH:40][cH:41][c:42](-[c:45]3[cH:46][c:47]([CH2:51][N:52]([C:53]([c:54]4[cH:55][cH:56][cH:57][cH:58][cH:59]4)=[O:60])[CH3:61])[cH:48][cH:49][cH:50]3)[cH:43][cH:44]2)=[O:19])[C:10](=[O:13])[O:11][CH2:12]1. Reactants: CCc1[nH]c(C(=O)O)c(C#N)c1Br, COC(=O)c1[nH]c(C)cc1C#N. Yields the product Cc1[nH]c(C(=O)O)c(C#N)c1Br. Reaction SMILES: [Br:1][c:2]1[c:3]([C:12]#[N:13])[c:4]([C:9](=[O:10])[OH:11])[nH:5][c:6]1[CH2:7][CH3:8].[CH3:14][O:15][C:16]([c:17]1[nH:18][c:19]([CH3:20])[cH:21][c:22]1[C:23]#[N:24])=[O:25]>>[Br:1][c:2]1[c:3]([C:12]#[N:13])[c:4]([C:9](=[O:10])[OH:11])[nH:5][c:6]1[CH3:7]. The reactants are CC(C#N)(O)C (ACH), CC(C#N)(O)C (ACH), CC(C#N)(O)C (acetone cyanohydrin), S(O)(O)(=O)=O (sulfuric acid). The product is alpha-sulfatoisobutyramide, OC(C(=O)N)(C)C (alpha-hydroxyisobutyramide), C(C(=C)C)(=O)N (methacrylamide). RXN SMILES: [CH3:1][C:2]([CH3:6])([OH:5])[C:3]#[N:4].S(=O)(=O)(O)[OH:8]>>[OH:5][C:2]([CH3:6])([CH3:1])[C:3]([NH2:4])=[O:8].[C:3]([NH2:4])(=[O:8])[C:2]([CH3:6])=[CH2:1]. Procedure details: By way of example and not limitation, a description of the present invention, specifically the embodiment illustrated by FIG. 2, when used in an MMA process is provided. The most common feedstock for the production of MMA is acetone cyanohydrin (“ACH”). The first stage of producing MMA from ACH involves hydrolysis where the ACH is hydrolyzed by an excess of sulfuric acid to form alpha-sulfatoisobutyramide (“SIBAM”), alpha-hydroxyisobutyramide (“HIBAM”), methacrylamide (“MAM”), and MAA. Following...